This data is from the Open Reaction Database (ORD), a public repository of structured organic reaction records. The task is: describe an organic reaction: reactants, conditions, products, and yield Reactants: CC1(OC(=CC(O1)=O)CC(CCl)O)C ((-)-2,2-dimethyl-6-(3-chloro-2-hydroxypropyl)-1,3-dioxin-4-one), C([O-])([O-])=O.[K+].[K+] (potassium carbonate), CO (methanol), CO (methanol). Solvent: C(C)(=O)OCC (ethyl acetate). Conditions: time 12 hour. Yields the product ClCC1CC(CC(O1)=O)=O ((-)-6-chloromethyltetrahydropyran-2,4-dione). Isolated yield 73.6%. RXN SMILES: CC1(C)O[C:6](=[O:8])[CH:5]=[C:4]([CH2:9][CH:10]([OH:13])[CH2:11][Cl:12])[O:3]1.C(=O)([O-])[O-].[K+].[K+].CO>C(OCC)(=O)C>[Cl:12][CH2:11][CH:10]1[O:13][C:6](=[O:8])[CH2:5][C:4](=[O:3])[CH2:9]1 |f:1.2.3|. Procedure details: A mixture of 940 mg (4.26 mmol) of (-)-2,2-dimethyl-6-(3-chloro-2-hydroxypropyl)-1,3-dioxin-4-one (98% ee), 882 mg (6.39 mmol) of potassium carbonate and 10 ml of methanol was stirred at room temperature for 12 hours. After completion of the reaction, methanol was distilled off, and the resultant residue was neutralized with 10% HCl and then extracted with ethyl acetate, followed by drying over anhydrous magnesium sulfate. After the solvent was distilled off, the residue was subjected to column ... The reactants are C1=CCN(Cc2ccccc2)C1, CS, CC(C)=O, O, O=S(=O)(O)O. Product: CSC1CN(Cc2ccccc2)CC1O. RXN SMILES: [CH2:1]([c:2]1[cH:3][cH:4][cH:5][cH:6][cH:7]1)[N:8]1[CH2:9][CH:10]=[CH:11][CH2:12]1.[CH3:19][SH:20].[CH3:21][C:22](=[O:23])[CH3:24].[OH2:18].[S:13](=[O:14])(=[O:15])([OH:16])[OH:17]>>[CH2:1]([c:2]1[cH:3][cH:4][cH:5][cH:6][cH:7]1)[N:8]1[CH2:9][CH:10]([OH:18])[CH:11]([S:20][CH3:19])[CH2:12]1.